Dataset: the Open Reaction Database (ORD), a public repository of structured organic reaction records. Task: describe an organic reaction: reactants, conditions, products, and yield Starting materials: C, CO, Cl, [H][H], O, Cc1cn(N=Cc2cc(C(C)(C)C)c(O)c(C(C)(C)C)c2)cn1, [Pd]. Yields the product Cc1cn(NCc2cc(C(C)(C)C)c(O)c(C(C)(C)C)c2)cn1. RXN SMILES: [C:30].[CH3:28][OH:29].[ClH:24].[H:26][H:27].[OH2:25].[OH:1][c:2]1[c:3]([C:20]([CH3:21])([CH3:22])[CH3:23])[cH:4][c:5]([CH:6]=[N:7][n:8]2[cH:9][n:10][c:11]([CH3:13])[cH:12]2)[cH:14][c:15]1[C:16]([CH3:17])([CH3:18])[CH3:19].[Pd:31]>>[OH:1][c:2]1[c:3]([C:20]([CH3:21])([CH3:22])[CH3:23])[cH:4][c:5]([CH2:6][NH:7][n:8]2[cH:9][n:10][c:11]([CH3:13])[cH:12]2)[cH:14][c:15]1[C:16]([CH3:17])([CH3:18])[CH3:19]. Reactants: NC=1C=C(C=CC1)S (3-aminothiophenol), O1CCOCC1 (1,4-dioxane), [OH-].[Na+] (sodium hydroxide), C(C)I (ethyl iodide). Run in C(C)OCC (ethyl ether). Run at time 1 hour. Yields the product C(C)SC=1C=C(N)C=CC1 (m-ethylthioaniline). The yield is 95.0%. Reaction SMILES: [NH2:1][C:2]1[CH:3]=[C:4]([SH:8])[CH:5]=[CH:6][CH:7]=1.[OH-].[Na+].[CH2:11](I)[CH3:12].O1CCOCC1>C(OCC)C>[CH2:11]([S:8][C:4]1[CH:3]=[C:2]([CH:7]=[CH:6][CH:5]=1)[NH2:1])[CH3:12] |f:1.2|. Procedure details: To a suspension of 25 grams (0.193 mole; M.W. 125.19) of 3-aminothiophenol in 200 ml. of 5N sodium hydroxide was added, dropwise, over a period of 1 hour, a solution of 29.9 grams (0.193 mole) of ethyl iodide in 50 ml. of 1,4-dioxane. The resulting suspension was allowed to stir at room temperature for 1 hour, 200 ml. of ethyl ether were then added, and stirring was continued for an additional 30 minutes. The ether layer was separated, washed with a saturated aqueous solution of sodium bisulfite... Reactants: C(=O)(O)C1=COC2=C1C=C(C=C2)O.BrC2=C(C(=CC1=C2C(=CO1)C(=O)O)Br)O (4,6-dibromo-3-carboxy-5-hydroxybenzofuran 3-carboxy-5-hydroxybenzofuran), C(C)(=O)[O-].[K+] (potassium acetate), BrBr (Bromine). Run in C(C)(=O)O (acetic acid). Conditions: temperature 0 celsius, time 3 hour. The product is BrC1=C(C(=CC2=C1C(=CO2)C(=O)O)Br)O (4,6-dibromo-3-carboxy-5-hydroxybenzofuran). As a reaction SMILES: C(C1C2C=C(O)C=CC=2OC=1)(O)=O.[Br:14][C:15]1[C:20]2[C:21]([C:24]([OH:26])=[O:25])=[CH:22][O:23][C:19]=2[CH:18]=[C:17]([Br:27])[C:16]=1[OH:28].C([O-])(=O)C.[K+].BrBr>C(O)(=O)C>[Br:14][C:15]1[C:20]2[C:21]([C:24]([OH:26])=[O:25])=[CH:22][O:23][C:19]=2[CH:18]=[C:17]([Br:27])[C:16]=1[OH:28] |f:0.1,2.3|. Procedure details: Preparation of 3-bromo-2-carboxy-5-methoxybenzofuran 2-Carboxy-5-methoxybenzofuran (2.00 g, 10.41 mmol) was suspended in carbon disulfide (70 ml) and bromine (1.18 ml, 22.96 mmol) was added. The mixture was refluxed 48 hours. The crude product was isolated by evaporation of solvent in vacuo. 2.64 g (96%). 1H NMR (CD3OD) δ3.94 (s, 3H), 7.28 (d, 1H), 7.48 (s, 1H), 7.57 (d, 1 H). Step 2: Preparation of 3-bromo-5-methoxybenzofuran 3-Bromo-2-carboxy-5-methoxybenzofuran (1.36 g, 5.02 mmol), powdered c... Reactants: Clc1ccc2nc(Cl)sc2c1, CCOC(=O)C1CCCCN1. Product: CCOC(=O)C1CCCCN1c1nc2ccc(Cl)cc2s1. As a reaction SMILES: [Cl:1][c:2]1[s:3][c:4]2[c:5]([n:6]1)[cH:7][cH:8][c:9]([Cl:11])[cH:10]2.[NH:12]1[CH:13]([C:18](=[O:19])[O:20][CH2:21][CH3:22])[CH2:14][CH2:15][CH2:16][CH2:17]1>>[c:2]1([N:12]2[CH:13]([C:18](=[O:19])[O:20][CH2:21][CH3:22])[CH2:14][CH2:15][CH2:16][CH2:17]2)[s:3][c:4]2[c:5]([n:6]1)[cH:7][cH:8][c:9]([Cl:11])[cH:10]2. Reactants: COC(=O)CC(=O)CC(=O)OC (dimethyl acetonedicarboxylate), C(C)(=O)[O-].[Na+] (sodium acetate), FC(C#N)(F)F (trifluoroacetonitrile), Cl (HCl), ice. Solvent: C(C)O (ethanol). Product: OC1=C(C(=NC(=C1)O)C(F)(F)F)C(=O)OC (Methyl 4,6-dihydroxy-2(trifluoromethyl)-3-pyridinecarboxylate). The yield is 25.0%. RXN SMILES: CO[C:3]([CH2:5][C:6]([CH2:8][C:9]([O:11][CH3:12])=[O:10])=[O:7])=[O:4].C([O-])(=O)C.[Na+].[F:18][C:19]([F:23])([F:22])[C:20]#[N:21].Cl>C(O)C>[OH:7][C:6]1[CH:5]=[C:3]([OH:4])[N:21]=[C:20]([C:19]([F:23])([F:22])[F:18])[C:8]=1[C:9]([O:11][CH3:12])=[O:10] |f:1.2|. Reported procedure: To a well stirred mixture of 84.35 g (0.484 mol) of dimethyl acetonedicarboxylate, 200 ml of saturated sodium acetate, and 400 ml of ethanol at 70° C. was passed 49 g of trifluoroacetonitrile in 4 hours. The reaction mixture was cooled and poured into a mixture of 100 ml of concentrated HCl and 1000 g of ice. The insoluble material was collected to give 28.7 g (25%) of product: mp 235°-238.5° C. (dec).